Dataset: the Open Reaction Database (ORD), a public repository of structured organic reaction records. Task: describe an organic reaction: reactants, conditions, products, and yield Reactants: O=C([O-])[O-], COC(=O)c1c(C)nc2[nH]ccc2c1-c1ccc(C)cc1, CN(C)C=O, CCOC(C)=O, [Cl-], Fc1cc(Cl)ccc1CBr, [Cs+], [Cs+], [NH4+]. Yields the product COC(=O)c1c(C)nc2c(ccn2Cc2ccc(Cl)cc2F)c1-c1ccc(C)cc1. Reaction SMILES: [C:22](=[O:23])([O-:24])[O-:25].[CH3:1][c:2]1[c:3]([C:18](=[O:19])[O:20][CH3:21])[c:4](-[c:11]2[cH:12][cH:13][c:14]([CH3:17])[cH:15][cH:16]2)[c:5]2[c:6]([n:7]1)[nH:8][cH:9][cH:10]2.[CH3:40][N:41]([CH3:42])[CH:43]=[O:44].[CH3:45][CH2:46][O:47][C:48]([CH3:49])=[O:50].[Cl-:38].[Cl:28][c:29]1[cH:30][c:31]([F:37])[c:32]([CH2:33][Br:34])[cH:35][cH:36]1.[Cs+:26].[Cs+:27].[NH4+:39]>>[CH3:1][c:2]1[c:3]([C:18](=[O:19])[O:20][CH3:21])[c:4](-[c:11]2[cH:12][cH:13][c:14]([CH3:17])[cH:15][cH:16]2)[c:5]2[c:6]([n:7]1)[n:8]([CH2:33][c:32]1[c:31]([F:37])[cH:30][c:29]([Cl:28])[cH:36][cH:35]1)[cH:9][cH:10]2. The reactants are CC1=C(C(C2=CC=CC=C2)(O)C#C)C=C(C=C1)C (2,5-dimethyl-α-ethynyl-benzhydrol), [H][H] (hydrogen). Reagents/catalysts: palladium-on-calcium-carbonate. Solvent: CO (methanol). Yields the product CC1=C(C(C2=CC=CC=C2)(O)CC)C=C(C=C1)C (2,5-dimethyl-α-ethyl-benzhydrol). RXN SMILES: [CH3:1][C:2]1[CH:17]=[CH:16][C:15]([CH3:18])=[CH:14][C:3]=1[C:4]([C:12]#[CH:13])([OH:11])[C:5]1[CH:10]=[CH:9][CH:8]=[CH:7][CH:6]=1.[H][H]>CO>[CH3:1][C:2]1[CH:17]=[CH:16][C:15]([CH3:18])=[CH:14][C:3]=1[C:4]([CH2:12][CH3:13])([OH:11])[C:5]1[CH:10]=[CH:9][CH:8]=[CH:7][CH:6]=1. Procedure details: 10 g. of 5% palladium-on-calcium-carbonate catalyst are added to a solution of 94.5 g. of 2,5-dimethyl-α-ethynyl-benzhydrol in 900 ml. of methanol, and the mixture is hydrogenated until the uptake of the calculated amount of hydrogen (about 30 to 40 minutes). The catalyst is filtered off, the filtrate is evaporated, and the obtained crystalline residue is recrystallized from n-heptane. This way 80.7 g. of 2,5-dimethyl-α-ethyl-benzhydrol are obtained, m.p.: 38°-39° C. Run at time 12 hour. Reactants: C(#C)C1=CN=C2N1C=CN=C2 (3-ethynylimidazo[1,2-a]pyrazine), IC=1C=C(C(=O)NNC(C2=C(C=C(C=C2Cl)Cl)Cl)=O)C=CC1C (N′-(3-iodo-4-methylbenzoyl)-2,4,6-trichlorobenzohydrazide), C(C)(C)N(CC)C(C)C (diisopropylethylamine). Reported procedure: A mixture of 3-ethynylimidazo[1,2-a]pyrazine (0.09 g, 0.6 mmol), N′-(3-iodo-4-methylbenzoyl)-2,4,6-trichlorobenzohydrazide (0.3 g, 0.6 mmol), Pd(PPh3)4 (0.036 g, 0.03 mmol), CuI (0.008 g, 0.03 mmol) and diisopropylethylamine (0.75 ml, 0.9 mmol) in DMF (10 ml) was stirred at ambient temperature for 12 hrs under an atmosphere of nitrogen. The reaction mixture was concentrated and the crude product was purified by flash chromatography on silica gel (elution with 10% methanol in dichloromethane) to ... Reaction SMILES: C(C1N2C=CN=CC2=NC=1)#C.I[C:13]1[CH:14]=[C:15]([CH:31]=[CH:32][C:33]=1C)[C:16]([NH:18][NH:19]C(=O)C1C(Cl)=CC(Cl)=CC=1Cl)=[O:17].C(N(C(C)C)CC)(C)C>CN(C=O)C.C1C=CC([P]([Pd]([P](C2C=CC=CC=2)(C2C=CC=CC=2)C2C=CC=CC=2)([P](C2C=CC=CC=2)(C2C=CC=CC=2)C2C=CC=CC=2)[P](C2C=CC=CC=2)(C2C=CC=CC=2)C2C=CC=CC=2)(C2C=CC=CC=2)C2C=CC=CC=2)=CC=1.[Cu]I>[C:16]([NH:18][NH2:19])(=[O:17])[C:15]1[CH:31]=[CH:32][CH:33]=[CH:13][CH:14]=1 |^1:52,54,73,92|. Solvent: CN(C)C=O (DMF). The reagents and catalysts are C=1C=CC(=CC1)[P](C=2C=CC=CC2)(C=3C=CC=CC3)[Pd]([P](C=4C=CC=CC4)(C=5C=CC=CC5)C=6C=CC=CC6)([P](C=7C=CC=CC7)(C=8C=CC=CC8)C=9C=CC=CC9)[P](C=1C=CC=CC1)(C=1C=CC=CC1)C=1C=CC=CC1 (Pd(PPh3)4), [Cu]I (CuI). The product is C(C1=CC=CC=C1)(=O)NN (benzohydrazide).